Dataset: the Open Reaction Database (ORD), a public repository of structured organic reaction records. Task: describe an organic reaction: reactants, conditions, products, and yield Reactants: O=C1C2CCCC(CN1CCOCc1ccccc1)N2C(=O)OCc1ccccc1, CO, [H][H], [Pd]. Yields the product O=C1C2CCCC(CN1CCOCc1ccccc1)N2. RXN SMILES: [CH2:1]([O:2][C:3](=[O:4])[N:11]1[CH:12]2[C:13](=[O:30])[N:14]([CH2:20][CH2:21][O:22][CH2:23][c:24]3[cH:25][cH:26][cH:27][cH:28][cH:29]3)[CH2:15][CH:16]1[CH2:17][CH2:18][CH2:19]2)[c:5]1[cH:6][cH:7][cH:8][cH:9][cH:10]1.[CH3:33][OH:34].[H:31][H:32].[Pd:35]>>[NH:11]1[CH:12]2[C:13](=[O:30])[N:14]([CH2:20][CH2:21][O:22][CH2:23][c:24]3[cH:25][cH:26][cH:27][cH:28][cH:29]3)[CH2:15][CH:16]1[CH2:17][CH2:18][CH2:19]2. Starting materials: CC(=O)Oc1ccc(C(=O)Nc2cccc(OCc3cccnc3)c2)cc1C(C)(C)C, CO, ClCCl. Product: CC(C)(C)c1cc(C(=O)Nc2cccc(OCc3cccnc3)c2)ccc1O. As a reaction SMILES: [C:1](=[O:2])([CH3:3])[O:4][c:5]1[c:6]([C:28]([CH3:29])([CH3:30])[CH3:31])[cH:7][c:8]([C:9](=[O:10])[NH:11][c:12]2[cH:13][c:14]([O:18][CH2:19][c:20]3[cH:21][n:22][cH:23][cH:24][cH:25]3)[cH:15][cH:16][cH:17]2)[cH:26][cH:27]1.[CH3:35][OH:36].[Cl:32][CH2:33][Cl:34]>>[OH:4][c:5]1[c:6]([C:28]([CH3:29])([CH3:30])[CH3:31])[cH:7][c:8]([C:9](=[O:10])[NH:11][c:12]2[cH:13][c:14]([O:18][CH2:19][c:20]3[cH:21][n:22][cH:23][cH:24][cH:25]3)[cH:15][cH:16][cH:17]2)[cH:26][cH:27]1.